From a dataset of the Open Reaction Database (ORD), a public repository of structured organic reaction records. describe an organic reaction: reactants, conditions, products, and yield Reactants: CC1(OB(OC1(C)C)C=1C=CC2=C(CN(CCO2)C(=O)OC(C)(C)C)C1)C (1,1-dimethylethyl 7-(4,4,5,5-tetramethyl-1,3,2-dioxaborolan-2-yl)-2,3-dihydro-1,4-benzoxazepine-4(5H)-carboxylate), FC(C(=O)O)(F)F (trifluoroacetic acid). The solvent is ClCCl (dichloromethane). Reported procedure: A solution of 1,1-dimethylethyl 7-(4,4,5,5-tetramethyl-1,3,2-dioxaborolan-2-yl)-2,3-dihydro-1,4-benzoxazepine-4(5H)-carboxylate (3.0 g, 8.00 mmol) in dichloromethane (90 mL) and trifluoroacetic acid (10 mL) was heated to reflux for 1 h, and then cooled to room temperature. The reaction mixture was concentrated and the residue was azeotroped with toluene (100 mL) to give 7-(4,4,5,5-tetramethyl-1,3,2-dioxaborolan-2-yl)-2,3-dihydro-1,4-benzoxazepine trifluoroacetate salt (2.9 g, quantitative yield)... The product is FC(C(=O)O)(F)F.CC1(OB(OC1(C)C)C=1C=CC2=C(C=NCCO2)C1)C (7-(4,4,5,5-tetramethyl-1,3,2-dioxaborolan-2-yl)-2,3-dihydro-1,4-benzoxazepine trifluoroacetate salt). As a reaction SMILES: [CH3:1][C:2]1([CH3:27])[C:6]([CH3:8])([CH3:7])[O:5][B:4]([C:9]2[CH:10]=[CH:11][C:12]3[O:18][CH2:17][CH2:16][N:15](C(OC(C)(C)C)=O)[CH2:14][C:13]=3[CH:26]=2)[O:3]1.[F:28][C:29]([F:34])([F:33])[C:30]([OH:32])=[O:31]>ClCCl>[F:28][C:29]([F:34])([F:33])[C:30]([OH:32])=[O:31].[CH3:7][C:6]1([CH3:8])[C:2]([CH3:1])([CH3:27])[O:3][B:4]([C:9]2[CH:10]=[CH:11][C:12]3[O:18][CH2:17][CH2:16][N:15]=[CH:14][C:13]=3[CH:26]=2)[O:5]1 |f:3.4|. The reactants are C([O-])(O)=O.[Na+] (sodium bicarbonate), C1(=CC=C(C=C1)S(=O)(=O)Cl)C (p-toluenesulfonyl chloride), BrC1=CNC2=NC=CC(=C21)CC2=C(C=C(C=C2)NC(C(F)(F)F)=O)F (N-{4-[(3-bromo-1H-pyrrolo[2,3-b]pyridin-4-yl)methyl]-3-fluorophenyl}-2,2,2-trifluoroacetamide), C(CCC)[Li] (n-butyllithium). Solvent: O (Water), C1CCOC1 (THF), C1CCOC1 (THF). Run at temperature -78 celsius, time 15 minute. The product is BrC1=CN(C2=NC=CC(=C21)CC2=C(C=C(C=C2)NC(C(F)(F)F)=O)F)S(=O)(=O)C2=CC=C(C=C2)C (N-[4-({3-Bromo-1-[(4-methylphenyl)sulfonyl]-1H-pyrrolo[2,3-b]pyridin-4-yl}methyl)-3-fluorophenyl]-2,2,2-trifluoroacetamide). As a reaction SMILES: [Br:1][C:2]1[C:10]2[C:5](=[N:6][CH:7]=[CH:8][C:9]=2[CH2:11][C:12]2[CH:17]=[CH:16][C:15]([NH:18][C:19](=[O:24])[C:20]([F:23])([F:22])[F:21])=[CH:14][C:13]=2[F:25])[NH:4][CH:3]=1.C([Li])CCC.[C:31]1([CH3:41])[CH:36]=[CH:35][C:34]([S:37](Cl)(=[O:39])=[O:38])=[CH:33][CH:32]=1.C(=O)(O)[O-].[Na+]>C1COCC1.O>[Br:1][C:2]1[C:10]2[C:5](=[N:6][CH:7]=[CH:8][C:9]=2[CH2:11][C:12]2[CH:17]=[CH:16][C:15]([NH:18][C:19](=[O:24])[C:20]([F:23])([F:21])[F:22])=[CH:14][C:13]=2[F:25])[N:4]([S:37]([C:34]2[CH:35]=[CH:36][C:31]([CH3:41])=[CH:32][CH:33]=2)(=[O:39])=[O:38])[CH:3]=1 |f:3.4|. Procedure: 1.70 g (4.08 mmol) of N-{4-[(3-bromo-1H-pyrrolo[2,3-b]pyridin-4-yl)methyl]-3-fluorophenyl}-2,2,2-trifluoroacetamide are dissolved in 50 ml of THF and cooled to −78° C. A solution of n-butyllithium (2.81 ml, 1.6M in hexane, 4.49 mmol) is added dropwise. After 15 min, a solution of 860 mg (4.49 mmol) of p-toluenesulfonyl chloride in 5 ml of THF is added dropwise. The mixture is allowed to warm to RT and stirred for 1 h. Water and saturated sodium bicarbonate solution are then added, and the mixtur... RXN SMILES: [ClH:1].[NH2:8][c:9]1[n:10][c:11]2[cH:12][cH:13][c:14]([CH2:21][NH:22][c:23]3[cH:24][c:25]([O:48][CH3:49])[c:26]([O:27][CH2:28][C:29](=[O:30])[NH:31][CH:32]([CH2:33][CH:34]([CH3:35])[CH3:36])[C:37](=[O:38])[O:39][C:40]([CH3:41])([CH3:42])[CH3:43])[c:44]([O:46][CH3:47])[cH:45]3)[c:15]([CH3:20])[c:16]2[c:17]([NH2:19])[n:18]1.[O:2]1[CH2:3][CH2:4][O:5][CH2:6][CH2:7]1.[OH2:50]>>[NH2:8][c:9]1[n:10][c:11]2[cH:12][cH:13][c:14]([CH2:21][NH:22][c:23]3[cH:24][c:25]([O:48][CH3:49])[c:26]([O:27][CH2:28][C:29](=[O:30])[NH:31][CH:32]([CH2:33][CH:34]([CH3:35])[CH3:36])[C:37](=[O:38])[OH:39])[c:44]([O:46][CH3:47])[cH:45]3)[c:15]([CH3:20])[c:16]2[c:17]([NH2:19])[n:18]1. The reactants are Cl, COc1cc(NCc2ccc3nc(N)nc(N)c3c2C)cc(OC)c1OCC(=O)NC(CC(C)C)C(=O)OC(C)(C)C, C1COCCO1, O. The product is COc1cc(NCc2ccc3nc(N)nc(N)c3c2C)cc(OC)c1OCC(=O)NC(CC(C)C)C(=O)O. Reactants: CI, [H-], [Na+], C1CCOC1, O=[N+]([O-])c1ccccc1Cc1n[nH]c(S)n1. Yields the product CSc1nc(Cc2ccccc2[N+](=O)[O-])n[nH]1. RXN SMILES: [CH3:19][I:20].[H-:1].[Na+:2].[O:21]1[CH2:22][CH2:23][CH2:24][CH2:25]1.[SH:3][c:4]1[n:5][c:6]([CH2:9][c:10]2[c:11]([N+:16](=[O:17])[O-:18])[cH:12][cH:13][cH:14][cH:15]2)[n:7][nH:8]1>>[S:3]([c:4]1[n:5][c:6]([CH2:9][c:10]2[c:11]([N+:16](=[O:17])[O-:18])[cH:12][cH:13][cH:14][cH:15]2)[n:7][nH:8]1)[CH3:19].